This data is from the Open Reaction Database (ORD), a public repository of structured organic reaction records. The task is: describe an organic reaction: reactants, conditions, products, and yield The reactants are C1(=CC=CC=C1)C(C(=O)N)(CCCNC)C1=CC=CC=C1 (2,2-diphenyl-5-methylaminopentanamide), C1OC=2C=C(CCl)C=CC2O1 (3,4-methylenedioxybenzyl chloride), C([O-])(O)=O.[Na+] (sodium bicarbonate). Run in C(C)#N (acetonitrile). Product: C1(=CC=CC=C1)C(C(=O)N)(CCCN(C)CC1=CC2=C(C=C1)OCO2)C2=CC=CC=C2 (2,2-diphenyl-5-[N-(3,4-methylenedioxybenzyl)-N-methylamino]pentanamide). RXN SMILES: [C:1]1([C:7]([C:16]2[CH:21]=[CH:20][CH:19]=[CH:18][CH:17]=2)([CH2:11][CH2:12][CH2:13][NH:14][CH3:15])[C:8]([NH2:10])=[O:9])[CH:6]=[CH:5][CH:4]=[CH:3][CH:2]=1.[CH2:22]1[O:32][C:31]2[CH:30]=[CH:29][C:26]([CH2:27]Cl)=[CH:25][C:24]=2[O:23]1.C(=O)(O)[O-].[Na+]>C(#N)C>[C:1]1([C:7]([C:16]2[CH:21]=[CH:20][CH:19]=[CH:18][CH:17]=2)([CH2:11][CH2:12][CH2:13][N:14]([CH2:27][C:26]2[CH:29]=[CH:30][C:31]3[O:32][CH2:22][O:23][C:24]=3[CH:25]=2)[CH3:15])[C:8]([NH2:10])=[O:9])[CH:2]=[CH:3][CH:4]=[CH:5][CH:6]=1 |f:2.3|. Procedure details: A mixture containing 2,2-diphenyl-5-methylaminopentanamide (0.29 g--see Preparation 3), 3,4-methylenedioxybenzyl chloride (0.18 g--commercially available), sodium bicarbonate (0.1 g) and acetonitrile (20 ml) was heated under reflux for 3 hours. The mixture was partitioned between dichloromethane and 10% aqueous sodium carbonate, the layers separated and the dichloromethane layer dried (MgSO4). The solution was concentrated in vacuo and the residue purified by column chromatography on silica, elu... The reactants are O (water), CN1CC=2N(C3=C(C1=O)C=CC=C3)C=NC2C(=O)O (5,6-dihydro-5-methyl-6-oxo-4H-imidazo[1,5-a][1,4]benzodiazepine-3-carboxylic acid), P(=O)(Cl)(Cl)Cl (phosphorus oxychloride), C(C)(C)(C)O (t-butanol). The solvent is N1=CC=CC=C1 (pyridine). Reaction conditions: time 48 hour. Product: CN1CC=2N(C3=C(C1=O)C=CC=C3)C=NC2C(=O)OC(C)(C)C (t-butyl 5,6-dihydro-5-methyl-6-oxo-4H-imidazo[1,5-a][1,4]benzodiazepine-3-carboxylate). As a reaction SMILES: [CH3:1][N:2]1[C:8](=[O:9])[C:7]2[CH:10]=[CH:11][CH:12]=[CH:13][C:6]=2[N:5]2[CH:14]=[N:15][C:16]([C:17]([OH:19])=[O:18])=[C:4]2[CH2:3]1.[C:20](O)([CH3:23])([CH3:22])[CH3:21].P(Cl)(Cl)(Cl)=O.O>N1C=CC=CC=1>[CH3:1][N:2]1[C:8](=[O:9])[C:7]2[CH:10]=[CH:11][CH:12]=[CH:13][C:6]=2[N:5]2[CH:14]=[N:15][C:16]([C:17]([O:19][C:20]([CH3:23])([CH3:22])[CH3:21])=[O:18])=[C:4]2[CH2:3]1. Reported procedure: A suspension of 2.6 g (10 mmol) of 5,6-dihydro-5-methyl-6-oxo-4H-imidazo[1,5-a][1,4]benzodiazepine-3-carboxylic acid in 20 ml of pyridine is firstly treated with 25 ml of t-butanol and subsequently treated dropwise at -5° with 1.1 ml of phosphorus oxychloride. The mixture is stirred at -5° for 15 minutes and at room temperature for 48 hours, poured into 250 ml of water and extracted four times with chloroform. The chloroform extracts are washed three times with dilute sodium hydroxide and three ... The reactants are COC1=C(C=C(C=C1)[N+](=O)[O-])N1CCN(CC1)CCS(=O)(=O)C (1-[2-(methyloxy)-5-nitrophenyl]-4-[2-(methylsulfonyl)ethyl]piperazine). Reagents/catalysts: [Pd] (Pd/C). Run in CCO (EtOH). Conditions: time 18 hour. Product: COC1=C(C=C(N)C=C1)N1CCN(CC1)CCS(=O)(=O)C (4-(Methyloxy)-3-{4-[2-(methylsulfonyl)ethyl]-1-piperazinyl}aniline). Isolated yield 55.0%. RXN SMILES: [CH3:1][O:2][C:3]1[CH:8]=[CH:7][C:6]([N+:9]([O-])=O)=[CH:5][C:4]=1[N:12]1[CH2:17][CH2:16][N:15]([CH2:18][CH2:19][S:20]([CH3:23])(=[O:22])=[O:21])[CH2:14][CH2:13]1>CCO.[Pd]>[CH3:1][O:2][C:3]1[CH:8]=[CH:7][C:6]([NH2:9])=[CH:5][C:4]=1[N:12]1[CH2:17][CH2:16][N:15]([CH2:18][CH2:19][S:20]([CH3:23])(=[O:21])=[O:22])[CH2:14][CH2:13]1. Reported procedure: To a solution of 0.5 g of 1-[2-(methyloxy)-5-nitrophenyl]-4-[2-(methylsulfonyl)ethyl]piperazine (0.5 g, 1.46 mmol) in EtOH (15 mL) was added 10% Pd/C (0.05 g) and reaction stirred under H2 for 18 h. Reaction was then filtered through celite and the solvent removed in vacuo to give the desired product as yellow oil, 0.36 g (55% yield). 1H NMR (400 MHz, DMSO-D6) δ ppm 2.5 (m, 3H) 2.7 (t, J=6.4 Hz, 3H) 2.9 (d, J=1.8 Hz, 2H) 2.9 (d, J=11.4 Hz, 2H) 3.0 (s, 4H) 3.3 (d, J=6.4 Hz, 3H) 3.6 (s, 3H) 6.1 (d...